From a dataset of the Open Reaction Database (ORD), a public repository of structured organic reaction records. describe an organic reaction: reactants, conditions, products, and yield The reactants are ClC1=CC=C(C=C1)C=1C=C2C(=NC1)NC=C2C(=O)C=2C(=C(C=CC2F)NS(=O)(=O)CCC)F (N-(3-(5-(4-chlorophenyl)-1H-pyrrolo[2,3-b]pyridine-3-carbonyl)-2,4-difluorophenyl)propane-1-sulfonamide), [OH-].[K+] (KOH), C(C)(C)(C)OC(=O)NC(C(=O)OCCl)CC(C)C (chloromethyl 2-((tert-butoxy-carbonyl)amino)-4-methylpentanoate). The solvent is CN(C)C=O (DMF), CN(C)C=O (DMF). Yields the product Cl.N[C@H](C(=O)OCN1C=C(C=2C1=NC=C(C2)C2=CC=C(C=C2)Cl)C(C2=C(C(=CC=C2F)NS(=O)(=O)CCC)F)=O)CC(C)C ((S)-(5-(4-chlorophenyl)-3-(2,6-difluoro-3-(propylsulfonamido)benzoyl)-1H-pyrrolo[2,3-b]pyridin-1-yl)methyl 2-amino-4-methylpentanoate hydrochloride). Yield: 140.5%. RXN SMILES: [Cl:1][C:2]1[CH:7]=[CH:6][C:5]([C:8]2[CH:9]=[C:10]3[C:16]([C:17]([C:19]4[C:20]([F:33])=[C:21]([NH:26][S:27]([CH2:30][CH2:31][CH3:32])(=[O:29])=[O:28])[CH:22]=[CH:23][C:24]=4[F:25])=[O:18])=[CH:15][NH:14][C:11]3=[N:12][CH:13]=2)=[CH:4][CH:3]=1.[OH-].[K+].C(OC([NH:43][CH:44]([CH2:50][CH:51]([CH3:53])[CH3:52])[C:45]([O:47][CH2:48]Cl)=[O:46])=O)(C)(C)C>CN(C=O)C>[ClH:1].[NH2:43][C@@H:44]([CH2:50][CH:51]([CH3:53])[CH3:52])[C:45]([O:47][CH2:48][N:14]1[C:11]2=[N:12][CH:13]=[C:8]([C:5]3[CH:6]=[CH:7][C:2]([Cl:1])=[CH:3][CH:4]=3)[CH:9]=[C:10]2[C:16]([C:17](=[O:18])[C:19]2[C:24]([F:25])=[CH:23][CH:22]=[C:21]([NH:26][S:27]([CH2:30][CH2:31][CH3:32])(=[O:28])=[O:29])[C:20]=2[F:33])=[CH:15]1)=[O:46] |f:1.2,5.6|. Procedure details: The title compound was prepared according to the procedure as described in Example 14 Step 2 using N-(3-(5-(4-chlorophenyl)-1H-pyrrolo[2,3-b]pyridine-3-carbonyl)-2,4-difluorophenyl)propane-1-sulfonamide (0.3 g, 0.61 mmol) in DMF (2.5 mL), KOH (69 mg, 1.22 mmol), and a solution of chloromethyl 2-((tert-butoxy-carbonyl)amino)-4-methylpentanoate (179 mg, 0.61 mmol) in DMF (0.5 mL). The crude product was purified by a silica gel column chromatography (PE/EtOAc (v/v)=4/1 to 3/1) to afford the title c... The reactants are O (Water), Cl (hydrochloric acid), [BH4-].[Li+] (Lithium borohydride), O=C1NC2=CC(=CC=C2C1)C(=O)OC (methyl 2-oxoindolin-6-carboxylate), [BH4-].[Li+] (Lithium borohydride). Solvent: O1CCCC1 (tetrahydrofuran). Reaction conditions: temperature 50 celsius, time 3 hour. Yields the product OCC1=CC=C2CC(NC2=C1)=O (6-(hydroxymethyl)-1,3-dihydro-2H-indol-2-one). The yield is 20.2%. RXN SMILES: [BH4-].[Li+].[O:3]=[C:4]1[CH2:12][C:11]2[C:6](=[CH:7][C:8]([C:13](OC)=[O:14])=[CH:9][CH:10]=2)[NH:5]1.O.Cl>O1CCCC1>[OH:14][CH2:13][C:8]1[CH:7]=[C:6]2[C:11]([CH2:12][C:4](=[O:3])[NH:5]2)=[CH:10][CH:9]=1 |f:0.1|. Reported procedure: Lithium borohydride (228 mg) was added to a suspension of methyl 2-oxoindolin-6-carboxylate (1.0 g) in tetrahydrofuran (10 ml) under ice-cooling and the mixture was stirred at 50° C. for 3 hours. Lithium borohydride (456 mg) was further added and the reaction mixture was stirred at 50° C. for 15 hours. Water was added to the reaction mixture under ice-cooling and the mixture was acidified with addition of conc. hydrochloric acid. It was extracted with ethyl acetate, dried over sodium sulfate and... Starting materials: CC(=O)C.ClC=1C=C(C(=O)N=C(NC2=NNC(=C2)C(F)(F)F)NC2=CC(=CC(=C2)F)Cl)C=CC1 (3-Chloro-N-(((3-chloro-5-fluorophenyl)amino)((5-(trifluoromethyl)-1H-pyrazol-3-yl)amino)methylene)benzamide acetone). Solvent: CCO (EtOH). Run at temperature 40 celsius, time 8 hour. The product is ClC=1C=C(C(=O)N=C(NC2=NNC(=C2)C(F)(F)F)NC2=CC(=CC(=C2)F)Cl)C=CC1 (3-chloro-N-(((3-chloro-5-fluorophenyl)amino)((5-(trifluoromethyl)-1H-pyrazol-3-yl)amino)methylene)benzamide). Isolated yield 83.2%. RXN SMILES: CC(C)=O.[Cl:5][C:6]1[CH:7]=[C:8]([CH:32]=[CH:33][CH:34]=1)[C:9]([N:11]=[C:12]([NH:23][C:24]1[CH:29]=[C:28]([F:30])[CH:27]=[C:26]([Cl:31])[CH:25]=1)[NH:13][C:14]1[CH:18]=[C:17]([C:19]([F:22])([F:21])[F:20])[NH:16][N:15]=1)=[O:10]>CCO>[Cl:5][C:6]1[CH:7]=[C:8]([CH:32]=[CH:33][CH:34]=1)[C:9]([N:11]=[C:12]([NH:23][C:24]1[CH:29]=[C:28]([F:30])[CH:27]=[C:26]([Cl:31])[CH:25]=1)[NH:13][C:14]1[CH:18]=[C:17]([C:19]([F:22])([F:20])[F:21])[NH:16][N:15]=1)=[O:10] |f:0.1|. Procedure details: 3-Chloro-N-(((3-chloro-5-fluorophenyl)amino)((5-(trifluoromethyl)-1H-pyrazol-3-yl)amino)methylene)benzamide acetone solvate (176 g) was dissolved in EtOH (875 mL) and warmed to 40° C. The mixture was clarified by filtration through celite and then diluted with EtOH/water (1/1 mixture by volume, 175 mL) at 40° C. Form II crystals of 3-chloro-N-(((3-chloro-5-fluorophenyl)amino)((5-(trifluoromethyl)-1H-pyrazol-3-yl)amino)methylene)benzamide (437 mg) were added to the mixture. Next, the suspension w... Procedure details: To a stirred solution of 5-chloro-3-cyano-)-4-(2,2-dibromoethenyl)-1-(2,6-dichloro-4-trifluoromethylphenyl)pyrazole (2.12 g) in dimethylsulphoxide (8 ml) at 15° C. was added dropwise a solution of 1,8-diazabicyclo[5.4.0]undec-7-ene (1.21 ml) in dimethylsulphoxide (7.9 ml). After two hours the reaction mixture was neutralism with 0.5N hydrochloric acid and partitioned between water and dichloromethane. The aqueous layer was thrice extracted with dichloromethane. The combined organic layers were w... The product is ClC1=C(C(=NN1C1=C(C=C(C=C1Cl)C(F)(F)F)Cl)C#N)C#C (5-Chloro-3-cyano-1-(2,6-dichloro-4-trifluoromethylphenyl)4-ethynylpyrazole). The reactants are Cl (hydrochloric acid), BrC(=CC=1C=NN(C1)C1=C(C=C(C=C1Cl)C(F)(F)F)Cl)Br (4-(2,2-dibromoethenyl)-1-(2,6-dichloro-4-trifluoromethylphenyl)pyrazole), N12CCCCCC2=NCCC1 (1,8-diazabicyclo[5.4.0]undec-7-ene). The solvent is CS(=O)C (dimethylsulphoxide), CS(=O)C (dimethylsulphoxide). As a reaction SMILES: Br[C:2](Br)=[CH:3][C:4]1[CH:5]=[N:6][N:7]([C:9]2[C:14]([Cl:15])=[CH:13][C:12]([C:16]([F:19])([F:18])[F:17])=[CH:11][C:10]=2[Cl:20])[CH:8]=1.[N:22]12[CH2:32]CCN=C1CCCCC2.[ClH:33]>CS(C)=O>[Cl:33][C:8]1[N:7]([C:9]2[C:14]([Cl:15])=[CH:13][C:12]([C:16]([F:19])([F:18])[F:17])=[CH:11][C:10]=2[Cl:20])[N:6]=[C:5]([C:32]#[N:22])[C:4]=1[C:3]#[CH:2]. The reactants are CNC(=O)c1cccc(F)c1Nc1nc(Cl)ncc1Cl, Nc1ccc2c(c1)CCN(C(=O)C1COCCO1)CC2. Yields the product CNC(=O)c1cccc(F)c1Nc1nc(Nc2ccc3c(c2)CCN(C(=O)C2COCCO2)CC3)ncc1Cl. RXN SMILES: [Cl:21][c:22]1[n:23][cH:24][c:25]([Cl:40])[c:26]([NH:28][c:29]2[c:30]([C:31](=[O:32])[NH:33][CH3:34])[cH:35][cH:36][cH:37][c:38]2[F:39])[n:27]1.[NH2:1][c:2]1[cH:3][c:4]2[c:5]([cH:19][cH:20]1)[CH2:6][CH2:7][N:8]([C:11](=[O:12])[CH:13]1[O:14][CH2:15][CH2:16][O:17][CH2:18]1)[CH2:9][CH2:10]2>>[NH:1]([c:2]1[cH:3][c:4]2[c:5]([cH:19][cH:20]1)[CH2:6][CH2:7][N:8]([C:11](=[O:12])[CH:13]1[O:14][CH2:15][CH2:16][O:17][CH2:18]1)[CH2:9][CH2:10]2)[c:22]1[n:23][cH:24][c:25]([Cl:40])[c:26]([NH:28][c:29]2[c:30]([C:31](=[O:32])[NH:33][CH3:34])[cH:35][cH:36][cH:37][c:38]2[F:39])[n:27]1. Reactants: ClC1=CC=C(C=C1)[N+](=O)[O-] (p-chloronitrobenzene), ClC1=CC=C(C=C1)[O-].[Na+] (sodium 4-chlorophenolate), steel, liquid, N (ammonia). Run in O (water). Reaction conditions: time 10 hour. Yields the product C1=CC(=CC=C1[N+](=O)[O-])OC2=CC=C(C=C2)Cl (4-chloro-4'-nitrodiphenyl ether). Reaction SMILES: Cl[C:2]1[CH:7]=[CH:6][C:5]([N+:8]([O-:10])=[O:9])=[CH:4][CH:3]=1.[Cl:11][C:12]1[CH:17]=[CH:16][C:15]([O-:18])=[CH:14][CH:13]=1.[Na+].N>O>[CH:4]1[C:5]([N+:8]([O-:10])=[O:9])=[CH:6][CH:7]=[C:2]([O:18][C:15]2[CH:16]=[CH:17][C:12]([Cl:11])=[CH:13][CH:14]=2)[CH:3]=1 |f:1.2|. Reported procedure: 157.6 g of p-chloronitrobenzene and 150.5 g of sodium 4-chlorophenolate were initially introduced into a steel autoclave. At temperature, 150 g of liquid ammonia were pumped into the vessel, the mixture was brought to 80° C. and stirred at this temperature for 10 hours. 150 g of water were then pumped in the vessel, the mixture was cooled to room temperature, the pressure vessel was let down while removing the ammonia at the same time by distillation, and the reaction mixture was filtered off th... Reactants: N (ammonia), C(#N)C1=CC=C(C=C1)NCC(=O)O (N-(4-cyanophenyl)-glycine), C(=O)(N1C=NC=C1)N1C=NC=C1 (carbonyldiimidazole), CNC1=C(C=C(CN2C(=NC3=C2C=CC=C3)C)C=C1)N (1-(4-methylamino-3-aminobenzyl)-2-methyl-benzimidazole). Solvent: O1CCCC1 (tetrahydrofuran), O (water). The product is C(#N)C1=CC=C(C=C1)NCC1=NC2=C(N1C)C=CC(=C2)CN2C(=NC1=C2C=CC=C1)C (2-(4-cyanophenylaminomethyl)-1-methyl-5-[(2-methylbenzimidazol-1-yl)methyl]-benzimidazole). Reaction SMILES: [C:1]([C:3]1[CH:8]=[CH:7][C:6]([NH:9][CH2:10][C:11](O)=O)=[CH:5][CH:4]=1)#[N:2].C(N1C=CN=C1)(N1C=CN=C1)=O.[CH3:26][NH:27][C:28]1[CH:44]=[CH:43][C:31]([CH2:32][N:33]2[C:37]3[CH:38]=[CH:39][CH:40]=[CH:41][C:36]=3[N:35]=[C:34]2[CH3:42])=[CH:30][C:29]=1[NH2:45].N>O1CCCC1.O>[C:1]([C:3]1[CH:8]=[CH:7][C:6]([NH:9][CH2:10][C:11]2[N:27]([CH3:26])[C:28]3[CH:44]=[CH:43][C:31]([CH2:32][N:33]4[C:37]5[CH:38]=[CH:39][CH:40]=[CH:41][C:36]=5[N:35]=[C:34]4[CH3:42])=[CH:30][C:29]=3[N:45]=2)=[CH:5][CH:4]=1)#[N:2]. Reported procedure: A mixture of 1.94 g (11.0 mmol) of N-(4-cyanophenyl)-glycine and 1.78 g (11.0 mmol) of carbonyldiimidazole is refluxed in 80 ml of absolute tetrahydrofuran for 15 minutes. After the addition of 2.7 g (10.46 mmol) of 1-(4-methylamino-3-aminobenzyl)-2-methyl-benzimidazole the mixture is refluxed for a further 16 hours. Then the solution is evaporated to dryness, the residue is mixed with 80 ml glacial acetic acid and refluxed for 1 hour. It is then evaporated to dryness once more, the residue thus...